Dataset: the Open Reaction Database (ORD), a public repository of structured organic reaction records. Task: describe an organic reaction: reactants, conditions, products, and yield Reactants: C(C=C(C)C)OC1=NC=C(C(=O)O)C=C1 (6-prenyloxynicotinic acid), NCC1N(CCC1)CC (2-aminomethyl-1-ethylpyrrolidine). Product: C(C)N1C(CCC1)CNC(C1=CN=C(C=C1)OCC=C(C)C)=O (1-ethyl-2-(6-prenyloxynicotinoylaminomethyl)pyrrolidine). Isolated yield 68.0%. Reaction SMILES: [CH2:1]([O:6][C:7]1[CH:15]=[CH:14][C:10]([C:11]([OH:13])=O)=[CH:9][N:8]=1)[CH:2]=[C:3]([CH3:5])[CH3:4].[NH2:16][CH2:17][CH:18]1[CH2:22][CH2:21][CH2:20][N:19]1[CH2:23][CH3:24]>>[CH2:23]([N:19]1[CH2:20][CH2:21][CH2:22][CH:18]1[CH2:17][NH:16][C:11](=[O:13])[C:10]1[CH:14]=[CH:15][C:7]([O:6][CH2:1][CH:2]=[C:3]([CH3:4])[CH3:5])=[N:8][CH:9]=1)[CH3:24]. Reported procedure: In a manner identical to Example 15, 6-prenyloxynicotinic acid (0.70 g) was subjected to a condensation reaction with 2-aminomethyl-1-ethylpyrrolidine (0.90 g, thereby yielding 0.73 g (68%) of the aimed compound.